This data is from the Open Reaction Database (ORD), a public repository of structured organic reaction records. The task is: describe an organic reaction: reactants, conditions, products, and yield RXN SMILES: C([O:3][C:4](=[O:20])[C@@H:5]([O:18][CH3:19])[CH2:6][C:7]1[CH:12]=[CH:11][C:10]([O:13][CH2:14][CH2:15][CH2:16]Br)=[CH:9][CH:8]=1)C.[O:21]([C:28]1[CH:33]=[CH:32][C:31]([C:34]2[CH:39]=[CH:38][C:37]([OH:40])=[CH:36][CH:35]=2)=[CH:30][CH:29]=1)[C:22]1[CH:27]=[CH:26][CH:25]=[CH:24][CH:23]=1.[OH-].[Na+]>>[CH3:19][O:18][C@@H:5]([CH2:6][C:7]1[CH:8]=[CH:9][C:10]([O:13][CH2:14][CH2:15][CH2:16][O:40][C:37]2[CH:38]=[CH:39][C:34]([C:31]3[CH:32]=[CH:33][C:28]([O:21][C:22]4[CH:27]=[CH:26][CH:25]=[CH:24][CH:23]=4)=[CH:29][CH:30]=3)=[CH:35][CH:36]=2)=[CH:11][CH:12]=1)[C:4]([OH:3])=[O:20] |f:2.3|. Reactants: C(C)OC([C@H](CC1=CC=C(C=C1)OCCCBr)OC)=O ((2S)-3-[4-(3-Bromo-propoxy)-phenyl]-2-methoxy-propionic acid ethyl ester), O(C1=CC=CC=C1)C1=CC=C(C=C1)C1=CC=C(C=C1)O (4′-phenoxy-biphenyl-4-ol), [OH-].[Na+] (NaOH). Product: CO[C@H](C(=O)O)CC1=CC=C(C=C1)OCCCOC1=CC=C(C=C1)C1=CC=C(C=C1)OC1=CC=CC=C1 ((2S)-2-Methoxy-3-{4-[3-(4′-phenoxy-biphenyl-4-yloxy)-propoxy]-phenyl}-propionic acid). Reported procedure: (2S)-3-[4-(3-Bromo-propoxy)-phenyl]-2-methoxy-propionic acid ethyl ester from Example 173, Step A was treated with 4′-phenoxy-biphenyl-4-ol from Step A under the Standard Procedure J. The compound thus obtained was allowed to react under Standard hydrolysis procedure C (NaOH) to give the title compound. MS(ES) for C31H30O6 [M+NH4]+: 516, [M+Na]+: 521. Reactants: COC(=O)COc1ccc2cc(CNC(=O)c3cnn(-c4ccc(Cl)cc4)c3C(F)(F)F)ccc2c1Br, CO, [Na+], [OH-], O. Product: O=C(O)COc1ccc2cc(CNC(=O)c3cnn(-c4ccc(Cl)cc4)c3C(F)(F)F)ccc2c1Br. As a reaction SMILES: [CH3:1][O:2][C:3]([CH2:4][O:5][c:6]1[c:7]([Br:36])[c:8]2[cH:9][cH:10][c:11]([CH2:16][NH:17][C:18](=[O:19])[c:20]3[cH:21][n:22][n:23](-[c:29]4[cH:30][cH:31][c:32]([Cl:35])[cH:33][cH:34]4)[c:24]3[C:25]([F:26])([F:27])[F:28])[cH:12][c:13]2[cH:14][cH:15]1)=[O:37].[CH3:41][OH:42].[Na+:39].[OH-:38].[OH2:40]>>[O:2]=[C:3]([CH2:4][O:5][c:6]1[c:7]([Br:36])[c:8]2[cH:9][cH:10][c:11]([CH2:16][NH:17][C:18](=[O:19])[c:20]3[cH:21][n:22][n:23](-[c:29]4[cH:30][cH:31][c:32]([Cl:35])[cH:33][cH:34]4)[c:24]3[C:25]([F:26])([F:27])[F:28])[cH:12][c:13]2[cH:14][cH:15]1)[OH:37]. The product is COCCN1C(=O)CCCc2ccc([N+](=O)[O-])cc21. Starting materials: COCCBr, O=C([O-])[O-], CN(C)C=O, [Cs+], [Cs+], O=C1CCCc2ccc([N+](=O)[O-])cc2N1. RXN SMILES: [Br:22][CH2:23][CH2:24][O:25][CH3:26].[C:16](=[O:17])([O-:18])[O-:19].[CH3:27][N:28]([CH3:29])[CH:30]=[O:31].[Cs+:20].[Cs+:21].[N+:1](=[O:2])([O-:3])[c:4]1[cH:5][c:6]2[c:7]([cH:14][cH:15]1)[CH2:8][CH2:9][CH2:10][C:11](=[O:13])[NH:12]2>>[N+:1](=[O:2])([O-:3])[c:4]1[cH:5][c:6]2[c:7]([cH:14][cH:15]1)[CH2:8][CH2:9][CH2:10][C:11](=[O:13])[N:12]2[CH2:23][CH2:24][O:25][CH3:26]. The reactants are N1(CCOCC1)CCOC1=CC2=C(N3C(S2)=NC(=C3)C3=CC=C(C=C3)[N+](=O)[O-])C=C1 (7-(2-Morpholin-4-yl-ethoxy)-2-(4-nitrophenyl)imidazo[2,1-b]benzothiazole), CO (Methanol), [H][H] (Hydrogen). The reagents and catalysts are [Ni] (Raney Nickel). Solvent: C1CCOC1 (THF). The product is N1(CCOCC1)CCOC1=CC2=C(N3C(S2)=NC(=C3)C3=CC=C(C=C3)N)C=C1 (7-(2-Morpholin-4-yl-ethoxy)-2-(4-aminophenyl) imidazo[2,1-b]benzothiazole). Reaction SMILES: [N:1]1([CH2:7][CH2:8][O:9][C:10]2[CH:30]=[CH:29][C:13]3[N:14]4[CH:19]=[C:18]([C:20]5[CH:25]=[CH:24][C:23]([N+:26]([O-])=O)=[CH:22][CH:21]=5)[N:17]=[C:15]4[S:16][C:12]=3[CH:11]=2)[CH2:6][CH2:5][O:4][CH2:3][CH2:2]1.CO.[H][H]>[Ni].C1COCC1>[N:1]1([CH2:7][CH2:8][O:9][C:10]2[CH:30]=[CH:29][C:13]3[N:14]4[CH:19]=[C:18]([C:20]5[CH:21]=[CH:22][C:23]([NH2:26])=[CH:24][CH:25]=5)[N:17]=[C:15]4[S:16][C:12]=3[CH:11]=2)[CH2:2][CH2:3][O:4][CH2:5][CH2:6]1. Reported procedure: Intermediate 3 is dissolved into Methanol and THF and placed in a Hydrogenator. Raney Nickel is added and the vessel is pressurized with Hydrogen and stirred for >24 hrs. The reaction mixture is concentrated to a thick paste and diluted with Methyl tert-butyl ether. The resulting solids are filtered and washed with Methyl tert-butyl ether and dried under vacuum to give Intermediate 4.